From a dataset of the Open Reaction Database (ORD), a public repository of structured organic reaction records. describe an organic reaction: reactants, conditions, products, and yield The reactants are CS(=O)(=O)OCCOC1=CC=C(C=C1)CC(C(=O)OCC)(CCCC1=CC=CC=C1)C (ethyl 3-[4-(2-methanesulfonyloxyethoxy)phenyl]-2-methyl-2-(3-phenylpropyl)propionate), [N-]=[N+]=[N-].[Na+] (sodium azide). Product: N(=[N+]=[N-])CCOC1=CC=C(C=C1)CC(C(=O)OCC)(CCCC1=CC=CC=C1)C (Ethyl 3-[4-(2-azidoethoxy)phenyl]-2-methyl-2-(3-phenylpropyl)propionate). Yield: 84.1%. As a reaction SMILES: CS(O[CH2:6][CH2:7][O:8][C:9]1[CH:14]=[CH:13][C:12]([CH2:15][C:16]([CH3:31])([CH2:22][CH2:23][CH2:24][C:25]2[CH:30]=[CH:29][CH:28]=[CH:27][CH:26]=2)[C:17]([O:19][CH2:20][CH3:21])=[O:18])=[CH:11][CH:10]=1)(=O)=O.[N-:32]=[N+:33]=[N-:34].[Na+]>>[N:32]([CH2:6][CH2:7][O:8][C:9]1[CH:14]=[CH:13][C:12]([CH2:15][C:16]([CH3:31])([CH2:22][CH2:23][CH2:24][C:25]2[CH:30]=[CH:29][CH:28]=[CH:27][CH:26]=2)[C:17]([O:19][CH2:20][CH3:21])=[O:18])=[CH:11][CH:10]=1)=[N+:33]=[N-:34] |f:1.2|. Reported procedure: In a similar manner to that described in Reference example 3(h), a reaction was carried out using ethyl 3-[4-(2-methanesulfonyloxyethoxy)phenyl]-2-methyl-2-(3-phenylpropyl)propionate (1.16 g), which is the product of Reference example 7(g), and sodium azide (0.50 g) and the reaction mixture was treated to afford the desired compound (0.86 g) as a syrup. Starting materials: C1CCOC1, COC(=O)C1N(S(=O)(=O)c2ccc(O)cc2)CCSC1(C)C, CCOC(C)=O, OCC#CCCOC1CCCCO1, CCOC(=O)N=NC(=O)OCC, c1ccc(P(c2ccccc2)c2ccccc2)cc1. The product is COC(=O)C1N(S(=O)(=O)c2ccc(OCC#CCCOC3CCCCO3)cc2)CCSC1(C)C. Reaction SMILES: [CH2:67]1[O:68][CH2:69][CH2:70][CH2:71]1.[CH3:1][O:2][C:3](=[O:4])[CH:5]1[C:6]([CH3:21])([CH3:22])[S:7][CH2:8][CH2:9][N:10]1[S:11](=[O:12])(=[O:13])[c:14]1[cH:15][cH:16][c:17]([OH:20])[cH:18][cH:19]1.[CH3:72][CH2:73][O:74][C:75](=[O:76])[CH3:77].[O:23]1[CH:24]([O:29][CH2:30][CH2:31][C:32]#[C:33][CH2:34][OH:35])[CH2:25][CH2:26][CH2:27][CH2:28]1.[O:55]=[C:56]([O:57][CH2:58][CH3:59])[N:60]=[N:61][C:62]([O:63][CH2:64][CH3:65])=[O:66].[c:36]1([P:37]([c:38]2[cH:39][cH:40][cH:41][cH:42][cH:43]2)[c:44]2[cH:45][cH:46][cH:47][cH:48][cH:49]2)[cH:50][cH:51][cH:52][cH:53][cH:54]1>>[CH3:1][O:2][C:3](=[O:4])[CH:5]1[C:6]([CH3:21])([CH3:22])[S:7][CH2:8][CH2:9][N:10]1[S:11](=[O:12])(=[O:13])[c:14]1[cH:15][cH:16][c:17]([O:20][CH2:34][C:33]#[C:32][CH2:31][CH2:30][O:29][CH:24]2[O:23][CH2:28][CH2:27][CH2:26][CH2:25]2)[cH:18][cH:19]1. The reactants are CC(C)(C)C(=O)Cl, Nc1cc(Cl)ccc1Cl, O, c1ccncc1. Product: CC(C)(C)C(=O)Nc1cc(Cl)ccc1Cl. As a reaction SMILES: [C:10]([C:11]([CH3:12])([CH3:13])[CH3:14])(=[O:15])[Cl:16].[NH2:1][c:2]1[cH:3][c:4]([Cl:5])[cH:6][cH:7][c:8]1[Cl:9].[OH2:17].[cH:18]1[cH:19][cH:20][n:21][cH:22][cH:23]1>>[NH:1]([c:2]1[cH:3][c:4]([Cl:5])[cH:6][cH:7][c:8]1[Cl:9])[C:10]([C:11]([CH3:12])([CH3:13])[CH3:14])=[O:15]. Starting materials: c1ccc(COc2cccc3c2CCCC3)cc1, [Cl-], [Cl-], [Cl-], [Cl-], COC(Cl)Cl, ClCCl, O, [Ti+4]. The product is O=Cc1ccc(OCc2ccccc2)c2c1CCCC2. RXN SMILES: [CH2:1]([c:2]1[cH:3][cH:4][cH:5][cH:6][cH:7]1)[O:8][c:9]1[c:10]2[c:15]([cH:16][cH:17][cH:18]1)[CH2:14][CH2:13][CH2:12][CH2:11]2.[Cl-:27].[Cl-:28].[Cl-:29].[Cl-:30].[Cl:19][CH:20]([O:22][CH3:21])[Cl:23].[Cl:24][CH2:25][Cl:26].[OH2:32].[Ti+4:31]>>[CH2:1]([c:2]1[cH:3][cH:4][cH:5][cH:6][cH:7]1)[O:8][c:9]1[c:10]2[c:15]([c:16]([CH:20]=[O:22])[cH:17][cH:18]1)[CH2:14][CH2:13][CH2:12][CH2:11]2. Reactants: CC(=C)[C@H]1CCC(=CC1)C=O, CC1=CN=C(C=C1)N, [C-]#[N+]C1CCCCC1. The reagents and catalysts are O=C(O)C(F)(F)F (trifluoroacetic acid). Solvent: CC(C)O (isopropyl alcohol), CC(C)O (isopropylalcohol). Conditions: temperature 22 celsius, time 20 hour. The product is CC(=C)[C@H]1CCC(=CC1)c1c(NC2CCCCC2)n2cc(C)ccc2n1. Yield: 0.0%. Reaction SMILES: CC1=CC=C(N)N=C1.[C-]#[N+]C1CCCCC1.CC(=C)[C@H]1CCC(C=O)=CC1>>CC(=C)[C@H]1CCC(=CC1)C1=C(NC2CCCCC2)N2C=C(C)C=CC2=N1. Reactants: FC1=C(CNC2=CC=CC=C2)C(=CC(=C1)F)F (N-(2,4,6-trifluorobenzyl)aniline), ice H2O, ClS(=O)(=O)N=C=O (chlorosulfonylisocyanate), [Cl-].[Al+3].[Cl-].[Cl-] (Aluminium chloride). Solvent: [N+](=O)([O-])CC (nitroethane), [N+](=O)([O-])CC (nitroethane). Conditions: temperature -40 celsius, time 10 minute. Product: FC1=C(CN2C(NS(C3=C2C=CC=C3)(=O)=O)=O)C(=CC(=C1)F)F (4-(2,4,6-trifluorobenzyl)-2H-1,2,4-benzothiadiazin-3(4H)-one 1,1-dioxide). The yield is 42.9%. As a reaction SMILES: Cl[S:2]([N:5]=[C:6]=[O:7])(=[O:4])=[O:3].[F:8][C:9]1[CH:22]=[C:21]([F:23])[CH:20]=[C:19]([F:24])[C:10]=1[CH2:11][NH:12][C:13]1[CH:18]=[CH:17][CH:16]=[CH:15][CH:14]=1.[Cl-].[Al+3].[Cl-].[Cl-]>[N+](CC)([O-])=O>[F:8][C:9]1[CH:22]=[C:21]([F:23])[CH:20]=[C:19]([F:24])[C:10]=1[CH2:11][N:12]1[C:13]2[CH:18]=[CH:17][CH:16]=[CH:15][C:14]=2[S:2](=[O:4])(=[O:3])[NH:5][C:6]1=[O:7] |f:2.3.4.5|. Procedure details: A solution of chlorosulfonylisocyanate (4.72 mL, 54.2 mmol) in nitroethane (75 mL) was cooled to approximately −40° C. and a solution of N-(2,4,6-trifluorobenzyl)aniline (9.90 g, 41.7 mmol) in nitroethane (75 mL) added dropwise over approximately 10 min. The mixture was stirred at −40° C. for 10 min, then at 0° C. for 30 min. Aluminium chloride (5.56 g, 41.7 mmol) was added and the mixture heated at reflux for 30 min, before cooling to rt and cautious addition to stirred ice-H2O (approximately 2...